Dataset: the Open Reaction Database (ORD), a public repository of structured organic reaction records. Task: describe an organic reaction: reactants, conditions, products, and yield Starting materials: C(#N)C1=CC2=C(N(C([C@H]([C@@H](N2)C)NC(OC(C)(C)C)=O)=O)CC2=C(C=NC3=CC=CC=C23)C2CC2)C=C1 (tert-butyl(3S,4S)-7-cyano-1-((3-cyclopropylquinolin-4-yl)methyl)-4-methyl-2-oxo-2,3,4,5-tetrahydro-1H-benzo[b][1,4]diazepin-3-ylcarbamate), Cl (HCl). Run in O1CCOCC1 (dioxane), CCOCC (Et2O). Run at time 2.5 hour. The product is Cl.Cl.N[C@H]1[C@@H](NC2=C(N(C1=O)CC1=C(C=NC3=CC=CC=C13)C1CC1)C=CC(=C2)C#N)C ((3S,4S)-3-amino-1-((3-cyclopropylquinolin-4-yl)methyl)-4-methyl-2-oxo-2,3,4,5-tetrahydro-1H-benzo[b][1,4]diazepine-7-carbonitrile dihydrochloride). Reaction SMILES: [C:1]([C:3]1[CH:37]=[CH:36][C:6]2[N:7]([CH2:22][C:23]3[C:32]4[C:27](=[CH:28][CH:29]=[CH:30][CH:31]=4)[N:26]=[CH:25][C:24]=3[CH:33]3[CH2:35][CH2:34]3)[C:8](=[O:21])[C@@H:9]([NH:13]C(=O)OC(C)(C)C)[C@H:10]([CH3:12])[NH:11][C:5]=2[CH:4]=1)#[N:2].[ClH:38]>O1CCOCC1.CCOCC>[ClH:38].[ClH:38].[NH2:13][C@@H:9]1[C:8](=[O:21])[N:7]([CH2:22][C:23]2[C:32]3[C:27](=[CH:28][CH:29]=[CH:30][CH:31]=3)[N:26]=[CH:25][C:24]=2[CH:33]2[CH2:35][CH2:34]2)[C:6]2[CH:36]=[CH:37][C:3]([C:1]#[N:2])=[CH:4][C:5]=2[NH:11][C@H:10]1[CH3:12] |f:4.5.6|. Reported procedure: A rt suspension of tert-butyl(3S,4S)-7-cyano-1-((3-cyclopropylquinolin-4-yl)methyl)-4-methyl-2-oxo-2,3,4,5-tetrahydro-1H-benzo[b][1,4]diazepin-3-ylcarbamate (134 mg, 269 μmol) in 4 M HCl in dioxane (1.35 ml) was stirred for 2.5 h. The reaction was diluted with Et2O and the solids were collected by vacuum filtration to provide (3S,4S)-3-amino-1-((3-cyclopropylquinolin-4-yl)methyl)-4-methyl-2-oxo-2,3,4,5-tetrahydro-1H-benzo[b][1,4]diazepine-7-carbonitrile dihydrochloride (127 mg, quant.) as an off... Reactants: CCCCCCN=C=O, Cn1c(=O)[nH]c2ncccc21, C1COCCO1. Yields the product CCCCCCNC(=O)n1c(=O)n(C)c2cccnc21. As a reaction SMILES: [CH3:12][CH2:13][CH2:14][CH2:15][CH2:16][CH2:17][N:18]=[C:19]=[O:20].[CH3:1][n:2]1[c:3](=[O:11])[nH:4][c:5]2[n:6][cH:7][cH:8][cH:9][c:10]12.[O:21]1[CH2:22][CH2:23][O:24][CH2:25][CH2:26]1>>[CH3:1][n:2]1[c:3](=[O:11])[n:4]([C:19]([NH:18][CH2:17][CH2:16][CH2:15][CH2:14][CH2:13][CH3:12])=[O:20])[c:5]2[n:6][cH:7][cH:8][cH:9][c:10]12. Reactants: O.NN (Hydrazine hydrate), O=C1N(C(C2=CC=CC=C12)=O)[C@H]1CC[C@H](CC1)OC(C1=CC=C(C=C1)[N+](=O)[O-])=O (cis-4-Nitro-benzoic acid 4-(1,3-dioxo-1,3-dihydro-isoindol-2-yl)-cyclohexyl ester), CO (MeOH). The solvent is C(Cl)Cl (CH2Cl2). Conditions: time 8 hour. Product: N[C@@H]1CC[C@H](CC1)OC(C1=CC=C(C=C1)[N+](=O)[O-])=O (trans-4-nitro-benzoic acid 4-amino-cyclohexyl ester). The yield is 81.6%. Reaction SMILES: O.NN.O=C1C2C(=CC=CC=2)C(=O)[N:6]1[C@@H:15]1[CH2:20][CH2:19][C@H:18]([O:21][C:22](=[O:32])[C:23]2[CH:28]=[CH:27][C:26]([N+:29]([O-:31])=[O:30])=[CH:25][CH:24]=2)[CH2:17][CH2:16]1.CO>C(Cl)Cl>[NH2:6][C@H:15]1[CH2:16][CH2:17][C@H:18]([O:21][C:22](=[O:32])[C:23]2[CH:28]=[CH:27][C:26]([N+:29]([O-:31])=[O:30])=[CH:25][CH:24]=2)[CH2:19][CH2:20]1 |f:0.1|. Reported procedure: 35 wt % Hydrazine hydrate (0.93 g, 10.1 mmol) was added to a solution of compound 5 (2.0 g, 5.1 mmol) in CH2Cl2 (50 mL) followed by MeOH (50 mL) at room temperature. The reaction mixture was allowed to stir overnight. The resulting white precipitates were filtered off and the solvent was removed in vacuo. The resulting white solids were dissolved in aqueous 1N HCl solution and washed with CH2Cl2. Aqueous layer was basified with excess 1N NaOH solution and then extracted with CH2Cl2. After drying... The reactants are Cc1ccccc1, CCOC(=O)CN1CC(CC(=O)OC)c2c(N)cccc21, O, Cc1ccc(S(=O)(=O)O)cc1. The product is CCOC(=O)CN1CC2CC(=O)Nc3cccc1c32. Reaction SMILES: [CH3:34][c:35]1[cH:36][cH:37][cH:38][cH:39][cH:40]1.[NH2:1][c:2]1[c:3]2[c:7]([cH:8][cH:9][cH:10]1)[N:6]([CH2:11][C:12](=[O:13])[O:14][CH2:15][CH3:16])[CH2:5][CH:4]2[CH2:17][C:18]([O:20][CH3:19])=[O:21].[OH2:22].[c:23]1([CH3:24])[cH:25][cH:26][c:27]([S:28]([OH:29])(=[O:30])=[O:31])[cH:32][cH:33]1>>[NH:1]1[c:2]2[c:3]3[c:7]([cH:8][cH:9][cH:10]2)[N:6]([CH2:11][C:12](=[O:13])[O:14][CH2:15][CH3:16])[CH2:5][CH:4]3[CH2:17][C:18]1=[O:20]. The reactants are CCOC=O, CSc1cccc(CCN)c1, COc1cccc(CCNC=O)c1. Product: CSc1cccc(CCNC=O)c1. As a reaction SMILES: [CH2:25]([O:26][CH:27]=[O:28])[CH3:29].[CH3:14][S:15][c:16]1[cH:17][c:18]([CH2:19][CH2:20][NH2:21])[cH:22][cH:23][cH:24]1.[CH3:1][O:2][c:3]1[cH:4][c:5]([CH2:9][CH2:10][NH:11][CH:12]=[O:13])[cH:6][cH:7][cH:8]1>>[c:3]1([S:15][CH3:14])[cH:4][c:5]([CH2:9][CH2:10][NH:11][CH:12]=[O:13])[cH:6][cH:7][cH:8]1. Reactants: C(N)(=O)C=1C=2N(C(=NC1NC1=C(C=C(C=C1)N1CCN(CC1)C(=O)OC(C)(C)C)F)CC1=C(C=CC=C1Cl)Cl)C=NN2 (tert-butyl 4-(4-(8-carbamoyl-5-(2,6-dichlorobenzyl)-[1,2,4]triazolo[4,3-c]pyrimidin-7-ylamino)-3-fluorophenyl)piperazine-1-carboxylate), FC(C(=O)O)(F)F (trifluoroacetic acid). Solvent: ClCCl (dichloromethane). Conditions: time 4 hour. Yields the product ClC1=C(CC2=NC(=C(C=3N2C=NN3)C(=O)N)NC3=C(C=C(C=C3)N3CCNCC3)F)C(=CC=C1)Cl (5-(2,6-dichlorobenzyl)-7-(2-fluoro-4-(piperazin-1-yl)phenylamino)-[1,2,4]triazolo[4,3-c]pyrimidine-8-carboxamide). RXN SMILES: [C:1]([C:4]1[C:5]2[N:6]([CH:40]=[N:41][N:42]=2)[C:7]([CH2:31][C:32]2[C:37]([Cl:38])=[CH:36][CH:35]=[CH:34][C:33]=2[Cl:39])=[N:8][C:9]=1[NH:10][C:11]1[CH:16]=[CH:15][C:14]([N:17]2[CH2:22][CH2:21][N:20](C(OC(C)(C)C)=O)[CH2:19][CH2:18]2)=[CH:13][C:12]=1[F:30])(=[O:3])[NH2:2].FC(F)(F)C(O)=O>ClCCl>[Cl:39][C:33]1[CH:34]=[CH:35][CH:36]=[C:37]([Cl:38])[C:32]=1[CH2:31][C:7]1[N:6]2[CH:40]=[N:41][N:42]=[C:5]2[C:4]([C:1]([NH2:2])=[O:3])=[C:9]([NH:10][C:11]2[CH:16]=[CH:15][C:14]([N:17]3[CH2:22][CH2:21][NH:20][CH2:19][CH2:18]3)=[CH:13][C:12]=2[F:30])[N:8]=1. Reported procedure: To a solution of the product of Example 28F (220 mg, 0.36 mmol) in dichloromethane (8 mL) was added trifluoroacetic acid (2 mL) dropwise and the mixture was stirred at ambient temperature for 4 hours. After concentration, the residue was washed with ethanol and dried under vacuum to give the title compound. 1H NMR (DMSO-d6, 300 MHz): δ 12.11 (s, 1H), 9.68 (s, 1H), 8.94-8.91 (m, 3H), 8.07 (s, 1H), 7.64-7.61 (m, 2H), 7.54-7.49 (m, 1H), 7.19-7.12 (t, J=9.3 Hz, 1H), 6.87(dd, J=2.4 Hz, J=14.4 Hz, 1H)... Starting materials: CO, CN(C)C=O, Cc1ccnc(CCl)c1, Nc1ccc(-c2cc(Cc3ccc(O)cc3)no2)c(N)n1, [Na+], [OH-]. The product is Cc1ccnc(COc2ccc(Cc3cc(-c4ccc(N)nc4N)on3)cc2)c1. Reaction SMILES: [CH3:22][OH:23].[CH3:35][N:36]([CH3:37])[CH:38]=[O:39].[Cl:26][CH2:27][c:28]1[n:29][cH:30][cH:31][c:32]([CH3:34])[cH:33]1.[NH2:1][c:2]1[n:3][c:4]([NH2:21])[cH:5][cH:6][c:7]1-[c:8]1[cH:9][c:10]([CH2:13][c:14]2[cH:15][cH:16][c:17]([OH:20])[cH:18][cH:19]2)[n:11][o:12]1.[Na+:25].[OH-:24]>>[NH2:1][c:2]1[n:3][c:4]([NH2:21])[cH:5][cH:6][c:7]1-[c:8]1[cH:9][c:10]([CH2:13][c:14]2[cH:15][cH:16][c:17]([O:20][CH2:27][c:28]3[n:29][cH:30][cH:31][c:32]([CH3:34])[cH:33]3)[cH:18][cH:19]2)[n:11][o:12]1. The reactants are C[Sn](C=1C=C2C(=NC1)O[C@@]1(C2)CN2CCC1CC2)(C)C ((2′R)-5′-trimethylstannyl-spiro[1-azabicyclo[2.2.2]octane-3,2′(3′H)-furo[2,3-b]pyridine]), FC(S(=O)(=O)OC1=COC2=NC=CC=C21)(F)F (furo[2,3-b]pyridin-3-yl trifluoromethanesulfonate). Yields the product O1C=C(C=2C1=NC=CC2)C=2C=C1C(=NC2)O[C@@]2(C1)CN1CCC2CC1 ((2′R)-5′-(Furo[2,3-b]pyridine-3-yl)spiro[1-azabicyclo[2.2.2]octane-3.2′(3′H)-furo[2,3-b]pyridine]). As a reaction SMILES: C[Sn](C)(C)[C:3]1[CH:4]=[C:5]2[CH2:11][C@:10]3([CH:16]4[CH2:17][CH2:18][N:13]([CH2:14][CH2:15]4)[CH2:12]3)[O:9][C:6]2=[N:7][CH:8]=1.FC(F)(F)S(O[C:27]1[C:35]2[C:30](=[N:31][CH:32]=[CH:33][CH:34]=2)[O:29][CH:28]=1)(=O)=O>>[O:29]1[C:30]2=[N:31][CH:32]=[CH:33][CH:34]=[C:35]2[C:27]([C:3]2[CH:4]=[C:5]3[CH2:11][C@:10]4([CH:16]5[CH2:17][CH2:18][N:13]([CH2:14][CH2:15]5)[CH2:12]4)[O:9][C:6]3=[N:7][CH:8]=2)=[CH:28]1. Procedure: Prepared by a method analogous to that described for the preparation of Example 1 from (2′R)-5′-trimethylstannyl-spiro[1-azabicyclo[2.2.2]octane-3,2′(3′H)-furo[2,3-b]pyridine] and furo[2,3-b]pyridin-3-yl trifluoromethanesulfonate. The title compound was obtained as a colourless solid; m/e 334 (MH+).